Dataset: the Open Reaction Database (ORD), a public repository of structured organic reaction records. Task: describe an organic reaction: reactants, conditions, products, and yield Starting materials: CN1CCCC1=O, CC(c1ccc(O)cc1Cl)C(O)(c1ccnc(Cl)c1)C(F)(F)F, ClCCCc1nnnn1C(c1ccccc1)(c1ccccc1)c1ccccc1, [K+], [K+], O=C([O-])[O-], O. Product: CC(c1ccc(OCCCc2nnnn2C(c2ccccc2)(c2ccccc2)c2ccccc2)cc1Cl)C(O)(c1ccnc(Cl)c1)C(F)(F)F. RXN SMILES: [CH3:59][N:60]1[CH2:61][CH2:62][CH2:63][C:64]1=[O:65].[Cl:35][c:36]1[cH:37][c:38]([OH:57])[cH:39][cH:40][c:41]1[CH:42]([C:43]([C:44]([F:45])([F:46])[F:47])([OH:48])[c:49]1[cH:50][c:51]([Cl:55])[n:52][cH:53][cH:54]1)[CH3:56].[Cl:7][CH2:8][CH2:9][CH2:10][c:11]1[n:12][n:13][n:14][n:15]1[C:16]([c:17]1[cH:18][cH:19][cH:20][cH:21][cH:22]1)([c:23]1[cH:24][cH:25][cH:26][cH:27][cH:28]1)[c:29]1[cH:30][cH:31][cH:32][cH:33][cH:34]1.[K+:1].[K+:2].[O-:3][C:4]([O-:5])=[O:6].[OH2:58]>>[CH2:8]([CH2:9][CH2:10][c:11]1[n:12][n:13][n:14][n:15]1[C:16]([c:17]1[cH:18][cH:19][cH:20][cH:21][cH:22]1)([c:23]1[cH:24][cH:25][cH:26][cH:27][cH:28]1)[c:29]1[cH:30][cH:31][cH:32][cH:33][cH:34]1)[O:57][c:38]1[cH:37][c:36]([Cl:35])[c:41]([CH:42]([C:43]([C:44]([F:45])([F:46])[F:47])([OH:48])[c:49]2[cH:50][c:51]([Cl:55])[n:52][cH:53][cH:54]2)[CH3:56])[cH:40][cH:39]1. The reactants are FC=1C(=NC(=NC1)C1=CNC2=NC=C(C=C21)F)NC(CC#N)C(C)(C)C (racemic 3-(5-fluoro-2-(5-fluoro-1H-pyrrolo[2,3-b]pyridin-3-yl)pyrimidin-4-ylamino)-4,4-dimethylpentanenitrile), FC=1C(=NC(=NC1)C1=CNC2=NC=C(C=C21)F)NC(CC#N)C(C)(C)C ((+/−)-3-(5-fluoro-2-(5-fluoro-1H-pyrrolo[2,3-b]pyridin-3-yl)pyrimidin-4-ylamino)-4,4-dimethylpentanenitrile), N(=[N+]=[N-])[Sn](CCCC)(CCCC)CCCC (azido-tributylstannane). Solvent: O1CCOCC1 (dioxane). Reaction conditions: temperature 130 celsius. Yields the product CC(C(CC=1N=NNN1)NC1=NC(=NC=C1F)C1=CNC2=NC=C(C=C21)F)(C)C ((+/−)-N-(3,3-dimethyl-1-(2H-tetrazol-5-yl)butan-2-yl)-5-fluoro-2-(5-fluoro-1H-pyrrolo[2,3-b]pyridin-3-yl)pyrimidin-4-amine). Reaction SMILES: [F:1][C:2]1[C:3]([NH:18][CH:19]([C:23]([CH3:26])([CH3:25])[CH3:24])[CH2:20][C:21]#[N:22])=[N:4][C:5]([C:8]2[C:16]3[C:11](=[N:12][CH:13]=[C:14]([F:17])[CH:15]=3)[NH:10][CH:9]=2)=[N:6][CH:7]=1.[N:27]([Sn](CCCC)(CCCC)CCCC)=[N+:28]=[N-:29]>O1CCOCC1>[CH3:24][C:23]([CH3:26])([CH3:25])[CH:19]([NH:18][C:3]1[C:2]([F:1])=[CH:7][N:6]=[C:5]([C:8]2[C:16]3[C:11](=[N:12][CH:13]=[C:14]([F:17])[CH:15]=3)[NH:10][CH:9]=2)[N:4]=1)[CH2:20][C:21]1[N:27]=[N:28][NH:29][N:22]=1. Procedure details: To a solution of racemic 3-(5-fluoro-2-(5-fluoro-1H-pyrrolo[2,3-b]pyridin-3-yl)pyrimidin-4-ylamino)-4,4-dimethylpentanenitrile, 165a, (0.150 g, 0.420 mmol) in 10 mL of dioxane was added azido-tributylstannane (0.221 g, 0.668 mmol). The reaction vessel was sealed and warmed to 130° C. for 12 hours. Upon cooling, the reaction was concentrated to dryness and the resulting residue was purified by silica gel chromatography to afford 48 mg of desired product: 1H NMR (300.0 MHz, d6-DMSO) δ 12.23 (s, H)... Starting materials: ClCC(=O)C1=CNC2=NC=CC=C21 (2-chloro-1-(1H-pyrrolo[2,3-b]pyridin-3-yl)ethanone), C(C)[SiH](CC)CC (triethylsilane). Run in CCOC(=O)C (EtOAc), C([O-])([O-])=O.[Na+].[Na+] (sodium carbonate), C(=O)(C(F)(F)F)O (TFA). Reaction conditions: time 16 hour. Product: N1C=CC=2C1=NC=CC2 (pyrrolo[2,3-b]pyridine). Reaction SMILES: ClCC([C:5]1[C:13]2[C:8](=[N:9][CH:10]=[CH:11][CH:12]=2)[NH:7][CH:6]=1)=O.C([SiH](CC)CC)C>C(O)(C(F)(F)F)=O.CCOC(C)=O.C(=O)([O-])[O-].[Na+].[Na+]>[NH:7]1[C:8]2=[N:9][CH:10]=[CH:11][CH:12]=[C:13]2[CH:5]=[CH:6]1 |f:4.5.6|. Procedure details: A stirred solution of 2-chloro-1-(1H-pyrrolo[2,3-b]pyridin-3-yl)ethanone (12.5 g) in TFA at room temperature is treated with triethylsilane (72 mL, 7 eq.), stirred for 16 h, diluted with EtOAc and saturated sodium carbonate to pH 8. The phases are separated and the organic phase is dried over MgSO4 and concentrated in vacuo. The resultant residue is purified by flash chromatography (silica gel, 10% EtOAc in ether as eluent) to give the title pyrrolo[2,3-b]pyridine compound, identified by NMR and... Reactants: CCn1c(=O)n(-c2ccc(O)cc2)c2ncccc21, [Ca+2], [Cl-], [Cl-], Cn1c(Cl)nc2cccnc21, Cl, [H-], [Na+], CN(C)C=O. The product is CCn1c(=O)n(-c2ccc(Oc3nc4cccnc4n3C)cc2)c2ncccc21. Reaction SMILES: [CH2:12]([CH3:13])[n:14]1[c:15](=[O:30])[n:16](-[c:23]2[cH:24][cH:25][c:26]([OH:29])[cH:27][cH:28]2)[c:17]2[n:18][cH:19][cH:20][cH:21][c:22]12.[Ca+2:34].[Cl-:33].[Cl-:35].[Cl:1][c:2]1[n:3][c:4]2[c:5]([n:6][cH:7][cH:8][cH:9]2)[n:10]1[CH3:11].[ClH:36].[H-:32].[Na+:31].[O:37]=[CH:38][N:39]([CH3:40])[CH3:41]>>[c:2]1([O:29][c:26]2[cH:25][cH:24][c:23](-[n:16]3[c:15](=[O:30])[n:14]([CH2:12][CH3:13])[c:22]4[c:17]3[n:18][cH:19][cH:20][cH:21]4)[cH:28][cH:27]2)[n:3][c:4]2[c:5]([n:6][cH:7][cH:8][cH:9]2)[n:10]1[CH3:11]. Reactants: ClC1=C(C(=CC(=C1)Cl)Cl)[N+](=O)[O-] (2,4,6-trichloronitrobenzene), C(CN)N (ethylenediamine). The solvent is O1CCOCC1 (dioxan). Reaction conditions: temperature 10 celsius, time 8 hour. Product: ClC1=CC(=C(C(=C1)NCCN)[N+](=O)[O-])NCCN (4-chloro-2-(β-aminoethyl)amino-6-(β-aminoethyl)aminonitrobenzene). Reaction SMILES: Cl[C:2]1[CH:7]=[C:6]([Cl:8])[CH:5]=[C:4](Cl)[C:3]=1[N+:10]([O-:12])=[O:11].[CH2:13]([NH2:16])[CH2:14][NH2:15]>O1CCOCC1>[Cl:8][C:6]1[CH:5]=[C:4]([NH:15][CH2:14][CH2:13][NH2:16])[C:3]([N+:10]([O-:12])=[O:11])=[C:2]([NH:15][CH2:14][CH2:13][NH2:16])[CH:7]=1. Procedure: 0.35 mole (79 g) of 2,4,6-trichloronitrobenzene is added to 280 ml of ethylenediamine diluted with 140 ml of dioxan, the temperature being maintained at 10° C. The mixture is heated for 2 hours at 50° C. The product expected precipitates on standing overnight at ambient temperature. After draining and re-impasting in water, the product is recrystallized from isopropanol in order to remove an insoluble product by filtering in the heated state. After drying under reduced pressure in the presence o... Starting materials: ClC1=C2C=CNC2=CC=C1Cl (4,5-Dichloroindole), C(#N)[BH3-].[Na+] (sodium cyanoborohydride). The solvent is C(C)(=O)O (acetic acid). The product is ClC1=C2CCNC2=CC=C1Cl (4,5-Dichloroindoline). Yield: 90.0%. RXN SMILES: [Cl:1][C:2]1[C:10]([Cl:11])=[CH:9][CH:8]=[C:7]2[C:3]=1[CH:4]=[CH:5][NH:6]2.C([BH3-])#N.[Na+]>C(O)(=O)C>[Cl:1][C:2]1[C:10]([Cl:11])=[CH:9][CH:8]=[C:7]2[C:3]=1[CH2:4][CH2:5][NH:6]2 |f:1.2|. Procedure details: 4,5-Dichloroindole (D31) was reduced in the usual way with sodium cyanoborohydride in glacial acetic acid to give the title compound (D32) (1.22 g, 90%)